Dataset: the Open Reaction Database (ORD), a public repository of structured organic reaction records. Task: describe an organic reaction: reactants, conditions, products, and yield The reactants are [Br-].C(C)OC(=O)CN1C(=[N+](C=C1)C1=C(C=C(C=C1C)C)C)N (3-ethoxycarbonylmethyl-1-(2,4,6-trimethyl-phenyl)-2-aminoimidazolium bromide), C(C)(=O)[O-].[Na+] (sodium acetate), C(C)(=O)OC(C)=O (acetic anhydride), C([O-])(O)=O.[Na+] (sodium bicarbonate). Run at temperature 160 celsius. The product is C(C)OC(=O)C1=C(N=C2N1CCN2C2=C(C=C(C=C2C)C)C)C (2-Methyl-7-(2,4,6-trimethyl-phenyl)-6,7-dihydro-5H-imidazo[1,2-α]imidazole-3-carboxylic acid ethyl ester). Isolated yield 41.0%. As a reaction SMILES: [Br-].[CH2:2]([O:4][C:5]([CH2:7][N:8]1[CH:12]=[CH:11][N+:10]([C:13]2[C:18]([CH3:19])=[CH:17][C:16]([CH3:20])=[CH:15][C:14]=2[CH3:21])=[C:9]1[NH2:22])=[O:6])[CH3:3].[C:23]([O-])(=O)[CH3:24].[Na+].C(OC(=O)C)(=O)C.C(=O)(O)[O-].[Na+]>>[CH2:2]([O:4][C:5]([C:7]1[N:8]2[CH2:12][CH2:11][N:10]([C:13]3[C:14]([CH3:21])=[CH:15][C:16]([CH3:20])=[CH:17][C:18]=3[CH3:19])[C:9]2=[N:22][C:23]=1[CH3:24])=[O:6])[CH3:3] |f:0.1,2.3,5.6|. Procedure: A mixture of 3-ethoxycarbonylmethyl-1-(2,4,6-trimethyl-phenyl)-2-aminoimidazolium bromide (1.0 g, 2.7 mmol), sodium acetate (0.55 g, 6.75 mmol) and acetic anhydride (5.0 mL) was heated at 160° C. for 12 hr. Upon cooling, the mixture was poured into a flask containing ice. While stirring, excess sodium bicarbonate was added to the above mixture in small portions, and the resulting mixture was stirred at room temperature for 6 hr. Then, the mixture was extracted with dichloromethane (2×40 mL). The... Reactants: CN1CCC(CCCO)CC1, N#Cc1ccc(Cl)nc1, [H-], [Na+], CN(C)C=O. The product is CN1CCC(CCCOc2ccc(C#N)cn2)CC1. Reaction SMILES: [CH3:1][N:2]1[CH2:3][CH2:4][CH:5]([CH2:8][CH2:9][CH2:10][OH:11])[CH2:6][CH2:7]1.[Cl:14][c:15]1[n:16][cH:17][c:18]([C:19]#[N:20])[cH:21][cH:22]1.[H-:13].[Na+:12].[O:23]=[CH:24][N:25]([CH3:26])[CH3:27]>>[CH3:1][N:2]1[CH2:3][CH2:4][CH:5]([CH2:8][CH2:9][CH2:10][O:11][c:15]2[n:16][cH:17][c:18]([C:19]#[N:20])[cH:21][cH:22]2)[CH2:6][CH2:7]1. The reactants are CC(=O)OC1C(C)CCN(C(=O)O)C1O, COC(=O)N1CCC(C)C(OC(C)=O)C1OC(C)=O, CC(=O)OC(C)=O. The product is COC(=O)N1C=C(OC(C)=O)C(C)CC1. RXN SMILES: [C:20]([O:21][CH:22]1[CH:23]([CH3:24])[CH2:25][CH2:26][N:27]([C:28]([OH:29])=[O:30])[CH:31]1[OH:32])(=[O:33])[CH3:34].[CH3:1][O:2][C:3](=[O:4])[N:5]1[CH:6]([O:16][C:17](=[O:18])[CH3:19])[CH:7]([O:12][C:13]([CH3:14])=[O:15])[CH:8]([CH3:11])[CH2:9][CH2:10]1.[CH3:35][C:36]([O:37][C:38](=[O:39])[CH3:40])=[O:41]>>[CH3:1][O:2][C:3](=[O:4])[N:5]1[CH:6]=[C:7]([O:12][C:13]([CH3:14])=[O:15])[CH:8]([CH3:11])[CH2:9][CH2:10]1. As a reaction SMILES: [CH3:1][O:2][C:3]1[CH:4]=[C:5]2[C:10](=[CH:11][CH:12]=1)[CH:9]=[C:8]([CH:13]=[CH:14][C:15](=[O:17])[CH3:16])[CH:7]=[CH:6]2.[H][H]>C(OCC)(=O)C.[Pd]>[CH3:1][O:2][C:3]1[CH:4]=[C:5]2[C:10](=[CH:11][CH:12]=1)[CH:9]=[C:8]([CH2:13][CH2:14][C:15](=[O:17])[CH3:16])[CH:7]=[CH:6]2. Reactants: COC=1C=C2C=CC(=CC2=CC1)C=CC(C)=O (4-(6-Methoxy-2-naphthyl)-3-butene-2-one), [H][H] (hydrogen), [H][H] (hydrogen). Yields the product COC=1C=C2C=CC(=CC2=CC1)CCC(C)=O (4-(6-methoxy-2-naphthyl)butan-2-one). Procedure: 4-(6-Methoxy-2-naphthyl)-3-butene-2-one (32 g) in ethyl acetate (500 ml) was shaken at room temperature over 10% Pd/C (3 g) under atmospheric pressure hydrogen until no further uptake of hydrogen occurred to yield 4-(6-methoxy-2-naphthyl)butan-2-one (22.5 g), mp. 78.5° C. The reagents and catalysts are [Pd] (Pd/C). Yield: 69.7%. Run in C(C)(=O)OCC (ethyl acetate). Starting materials: Cl.COC=1C=C(C=CC1OC)C=1C(C(N(N1)C1CCNCC1)=O)(C)C (5-(3,4-dimethoxyphenyl)-4,4-dimethyl-2-(piperidin-4-yl)-2,4-dihydro-3H-pyrazol-3-one hydrochloride), Cl.COC=1C=C(C=CC1OC)C=1C(C(N(N1)C1CCNCC1)=O)(C)C (5-(3,4-dimethoxyphenyl)-4,4-dimethyl-2-(piperidin-4-yl)-2,4-dihydro-3H-pyrazol-3-one hydrochloride), C(C)(=O)OC1=C(C=CC=C1)C(=O)Cl (2-(chlorocarbonyl)phenyl acetate). Product: C(C)(=O)OC1=C(C=CC=C1)C(=O)N1CCC(CC1)N1N=C(C(C1=O)(C)C)C1=CC(=C(C=C1)OC)OC (2-({4-[3-(3,4-Dimethoxyphenyl)-4,4-dimethyl-5-oxo-4,5-dihydro-1H-pyrazol-1-yl]piperidin-1-yl}carbonyl)phenyl acetate). Reaction SMILES: Cl.[CH3:2][O:3][C:4]1[CH:5]=[C:6]([C:12]2[C:13]([CH3:25])([CH3:24])[C:14](=[O:23])[N:15]([CH:17]3[CH2:22][CH2:21][NH:20][CH2:19][CH2:18]3)[N:16]=2)[CH:7]=[CH:8][C:9]=1[O:10][CH3:11].[C:26]([O:29][C:30]1[CH:35]=[CH:34][CH:33]=[CH:32][C:31]=1[C:36](Cl)=[O:37])(=[O:28])[CH3:27]>>[C:26]([O:29][C:30]1[CH:35]=[CH:34][CH:33]=[CH:32][C:31]=1[C:36]([N:20]1[CH2:21][CH2:22][CH:17]([N:15]2[C:14](=[O:23])[C:13]([CH3:25])([CH3:24])[C:12]([C:6]3[CH:7]=[CH:8][C:9]([O:10][CH3:11])=[C:4]([O:3][CH3:2])[CH:5]=3)=[N:16]2)[CH2:18][CH2:19]1)=[O:37])(=[O:28])[CH3:27] |f:0.1|. Reported procedure: The title compound is prepared analogously as described for GP1 using 5-(3,4-dimethoxyphenyl)-4,4-dimethyl-2-(piperidin-4-yl)-2,4-dihydro-3H-pyrazol-3-one hydrochloride (compound B1*HCl) and 2-(chlorocarbonyl)phenyl acetate as starting compounds. The crude product is purified by crystallization from EA and diethyl ether to yield the title compound. The reactants are CC(Nc1nc2c(I)c[nH]c(=O)c2c2cc(Br)ccc12)C(C)(C)C, CS(=O)[O-], [Cu]I, O=C(O)C1CCCN1, [Na+], [Na+], [OH-]. The product is CC(Nc1nc2c(S(C)(=O)=O)c[nH]c(=O)c2c2cc(Br)ccc12)C(C)(C)C. As a reaction SMILES: [Br:1][c:2]1[cH:3][c:4]2[c:5]([c:6]([NH:16][CH:17]([C:18]([CH3:19])([CH3:20])[CH3:21])[CH3:22])[n:7][c:8]3[c:9]([I:15])[cH:10][nH:11][c:12](=[O:14])[c:13]23)[cH:23][cH:24]1.[CH3:25][S:26](=[O:27])[O-:28].[Cu:40][I:41].[NH:30]1[CH2:31][CH2:32][CH2:33][CH:34]1[C:35]([OH:36])=[O:37].[Na+:29].[Na+:39].[OH-:38]>>[Br:1][c:2]1[cH:3][c:4]2[c:5]([c:6]([NH:16][CH:17]([C:18]([CH3:19])([CH3:20])[CH3:21])[CH3:22])[n:7][c:8]3[c:9]([S:26]([CH3:25])(=[O:27])=[O:28])[cH:10][nH:11][c:12](=[O:14])[c:13]23)[cH:23][cH:24]1. Reactants: ClC=1N=C(C2=C(N1)SC=C2)Cl (2,4-Dichlorothieno[2,3-d]pyrimidine), CNC1=CC=CC=C1 (N-methylaniline). Run in C(Cl)(Cl)Cl (chloroform). Product: CN(C=1N=C(C2=C(N1)SC=C2)N(C)C2=CC=CC=C2)C2=CC=CC=C2 (2,4-Bis(N-methylphenylamino)thieno(2,3-d)pyrimidine). RXN SMILES: Cl[C:2]1[N:3]=[C:4](Cl)[C:5]2[CH:10]=[CH:9][S:8][C:6]=2[N:7]=1.[CH3:12][NH:13][C:14]1[CH:19]=[CH:18][CH:17]=[CH:16][CH:15]=1>C(Cl)(Cl)Cl>[CH3:12][N:13]([C:14]1[CH:19]=[CH:18][CH:17]=[CH:16][CH:15]=1)[C:2]1[N:3]=[C:4]([N:13]([C:14]2[CH:19]=[CH:18][CH:17]=[CH:16][CH:15]=2)[CH3:12])[C:5]2[CH:10]=[CH:9][S:8][C:6]=2[N:7]=1. Reported procedure: 2,4-Dichlorothieno[2,3-d]pyrimidine (2 g, 0.00975 mol) and N-methylaniline (5 ml) were heated in an oil bath at 150° for 2 hours. The reaction mixture was dissolved in chloroform (200 ml) and extracted with 2N hydrochloric acid (3×100 ml). The chloroform solution was then washed with sodium carbonate solution, dried over magnesium sulphate, filtered and evaporated to give an oil. The oil was purified by chromatography using dichloromethane as eluant. The solid obtained was recrystallized from et...